Dataset: the Open Reaction Database (ORD), a public repository of structured organic reaction records. Task: describe an organic reaction: reactants, conditions, products, and yield Starting materials: Cc1ccc(S(=O)(=O)OCC2CCN2C(=O)OC(C)(C)C)cc1, CC(C)(C)OC(=O)N1CCCC1COc1ccccc1. Product: CC(C)(C)OC(=O)N1CCC1COc1ccccc1. RXN SMILES: [CH3:21][c:22]1[cH:23][cH:24][c:25]([S:26]([O:27][CH2:28][CH:29]2[CH2:30][CH2:31][N:32]2[C:33]([O:34][C:35]([CH3:36])([CH3:37])[CH3:38])=[O:39])(=[O:40])=[O:41])[cH:42][cH:43]1.[O:1]([c:2]1[cH:3][cH:4][cH:5][cH:6][cH:7]1)[CH2:8][CH:9]1[N:10]([C:14](=[O:15])[O:16][C:17]([CH3:18])([CH3:19])[CH3:20])[CH2:11][CH2:12][CH2:13]1>>[O:1]([c:2]1[cH:3][cH:4][cH:5][cH:6][cH:7]1)[CH2:8][CH:9]1[N:10]([C:14](=[O:15])[O:16][C:17]([CH3:18])([CH3:19])[CH3:20])[CH2:11][CH2:13]1. Reactants: CCOC(C)=O, O=CO, N#Cc1c(Cl)cc(Cl)cc1Cl, O. Product: O=Cc1c(Cl)cc(Cl)cc1Cl. RXN SMILES: [CH3:16][CH2:17][O:18][C:19](=[O:20])[CH3:21].[CH:12](=[O:13])[OH:14].[Cl:1][c:2]1[c:3]([C:4]#[N:5])[c:6]([Cl:11])[cH:7][c:8]([Cl:10])[cH:9]1.[OH2:15]>>[Cl:1][c:2]1[c:3]([CH:4]=[O:13])[c:6]([Cl:11])[cH:7][c:8]([Cl:10])[cH:9]1. Reactants: C1(=CC=CC2=CC=CC=C12)N (1-naphthyl amine), C([O-])(O)=O.[Na+] (sodium bicarbonate), CCN(C(C)C)C(C)C (DIEA), COC(C(=O)Cl)=O (chloro-oxo-acetic acid methyl ester). Run in C(Cl)Cl (DCM). Reaction conditions: time 1 hour. The product is COC(C(=O)NC1=CC=CC2=CC=CC=C12)=O (N-Naphthalen-1-yl-oxalamic acid methyl ester). Yield: 89.8%. RXN SMILES: [C:1]1([NH2:11])[C:10]2[C:5](=[CH:6][CH:7]=[CH:8][CH:9]=2)[CH:4]=[CH:3][CH:2]=1.CCN(C(C)C)C(C)C.[CH3:21][O:22][C:23](=[O:27])[C:24](Cl)=[O:25].C(=O)(O)[O-].[Na+]>C(Cl)Cl>[CH3:21][O:22][C:23](=[O:27])[C:24]([NH:11][C:1]1[C:10]2[C:5](=[CH:6][CH:7]=[CH:8][CH:9]=2)[CH:4]=[CH:3][CH:2]=1)=[O:25] |f:3.4|. Procedure: In a round bottom flask containing 1-naphthyl amine (0.1 g, 0.68 mmol) stirring in DCM (5 mL) was added DIEA (0.18 mL, 1.02 mmol) and chloro-oxo-acetic acid methyl ester (0.068 mL, 0.748 mmol). The mixture was allowed to stir at room temperature for 1 h. The reaction mixture was poured over saturated sodium bicarbonate and the layers separated. The aqueous layer was extracted twice more with 3×15 mL DCM. The combined organics were washed with brine, dried over MgSO4 and concentrated in vacuo to ... Starting materials: C(#N)[BH3-].[Na+] (sodium cyanoborohydride), C(C)(C)(C)OC(NC1=C(C=CC(=C1)F)C1=C(C2=CC=C(C=C2C=C1)O)C(C1=CC=C(C=C1)OCCN1CCCCC1)=O)=O ((5-fluoro-2-{6-hydroxy-1-[4-(2-piperidin-1-yl-ethoxy)-benzoyl]-naphthalen-2-yl}-phenyl)-carbamic acid tert-butyl ester), C1(=CC=CC=C1)OC (anisole), FC(C(=O)O)(F)F (trifluoroacetic acid), C(#N)[BH3-].[Na+] (sodium cyanoborohydride), FC(C(=O)O)(F)F (trifluoroacetic acid), [BH4-].[Na+] (sodium borohydride), [BH4-].[Na+] (sodium borohydride). Run in ClCCl (dichloromethane). Yields the product FC=1C=CC=2C=3C=CC4=C(C3C(NC2C1)C1=CC=C(C=C1)OCCN1CCCCC1)C=CC(=C4)O (8-Fluoro-5-[4-(2-piperidin-1-yl-ethoxy)-phenyl]-5,6-dihydro-benzo[i]phenanthridin-2-ol). Yield: 35.2%. RXN SMILES: C(OC(=O)[NH:7][C:8]1[CH:13]=[C:12]([F:14])[CH:11]=[CH:10][C:9]=1[C:15]1[CH:24]=[CH:23][C:22]2[C:17](=[CH:18][CH:19]=[C:20]([OH:25])[CH:21]=2)[C:16]=1[C:26](=O)[C:27]1[CH:32]=[CH:31][C:30]([O:33][CH2:34][CH2:35][N:36]2[CH2:41][CH2:40][CH2:39][CH2:38][CH2:37]2)=[CH:29][CH:28]=1)(C)(C)C.C1(OC)C=CC=CC=1.FC(F)(F)C(O)=O.[BH4-].[Na+].C([BH3-])#N.[Na+]>ClCCl>[F:14][C:12]1[CH:11]=[CH:10][C:9]2[C:15]3[CH:24]=[CH:23][C:22]4[CH:21]=[C:20]([OH:25])[CH:19]=[CH:18][C:17]=4[C:16]=3[CH:26]([C:27]3[CH:32]=[CH:31][C:30]([O:33][CH2:34][CH2:35][N:36]4[CH2:37][CH2:38][CH2:39][CH2:40][CH2:41]4)=[CH:29][CH:28]=3)[NH:7][C:8]=2[CH:13]=1 |f:3.4,5.6|. Procedure details: To a round bottom flask add (5-fluoro-2-{6-hydroxy-1-[4-(2-piperidin-1-yl-ethoxy)-benzoyl]-naphthalen-2-yl}-phenyl)-carbamic acid tert-butyl ester (0.060 g, 0.103 mmol), dichloromethane (1.25 mL), anisole (0.15 mL, 1.39 mmol) and trifluoroacetic acid (0.25 mL). Stir the reaction for 1.5 hour at ambient temperature. Add trifluoroacetic acid (2.0 mL) and sodium borohydride (0.024 g, 0.62 mmol) and stir the reaction at ambient temperature for 1.5 hours. Add more sodium borohydride (0.024 g, 0.62 mm...